This data is from the Open Reaction Database (ORD), a public repository of structured organic reaction records. The task is: describe an organic reaction: reactants, conditions, products, and yield Starting materials: NC1=C(C=CC=C1)CC(=O)OCC (ethyl 2-aminophenylacetate), C(C)(C)N(CC)C(C)C (diisopropylethylamine), ClCCCCC(=O)Cl (chlorovaleryl chloride). The solvent is C1CCOC1 (THF). Reaction conditions: time 1 hour. Yields the product ClCCCCC(=O)NC1=C(C=CC=C1)CC(=O)OCC (Ethyl 2-(5-chlorovalerylamino)phenylacetate). Isolated yield 87.7%. Reaction SMILES: [NH2:1][C:2]1[CH:7]=[CH:6][CH:5]=[CH:4][C:3]=1[CH2:8][C:9]([O:11][CH2:12][CH3:13])=[O:10].C(N(C(C)C)CC)(C)C.[Cl:23][CH2:24][CH2:25][CH2:26][CH2:27][C:28](Cl)=[O:29]>C1COCC1>[Cl:23][CH2:24][CH2:25][CH2:26][CH2:27][C:28]([NH:1][C:2]1[CH:7]=[CH:6][CH:5]=[CH:4][C:3]=1[CH2:8][C:9]([O:11][CH2:12][CH3:13])=[O:10])=[O:29]. Procedure: A solution of ethyl 2-aminophenylacetate (5.60 g, 0.031 mole) and diisopropylethylamine (7.08ml, 0.042 mole) in dry THF (75ml) was treated with 5 chlorovaleryl chloride (4.00 ml, 0.031 mole) and left to stir for 1 h. The reaction mixture was concentrated in vacuo and the residue dissolved in ethyl acetate (200 ml) and washed with 1M HCl (100 ml), dried (Na2SO4) and concentrated in vacuo to afford a beige solid. This was washed with n-pentane/ether (1:1) and dried to afford the title compound as ... The reactants are C(=O)(O)CCC1=CC(=C(N1)C(=O)O)C (5-(2-carboxy-ethyl)-3-methyl-1H-pyrrole-2-carboxylic acid), C(OCC)(OCC)OCC (triethyl orthoformate). Solvent: acid, O (water). Conditions: temperature 0 celsius, time 10 minute. Yields the product C(=O)C1=C(C=C(N1)CCC(=O)O)C (3-(5-formyl-4-methyl-1H-pyrrol-2-yl)-propionic acid). The yield is 100.5%. As a reaction SMILES: [C:1]([CH2:4][CH2:5][C:6]1[NH:10][C:9]([C:11](O)=[O:12])=[C:8]([CH3:14])[CH:7]=1)([OH:3])=[O:2].C(OCC)(OCC)OCC>O>[CH:11]([C:9]1[NH:10][C:6]([CH2:5][CH2:4][C:1]([OH:3])=[O:2])=[CH:7][C:8]=1[CH3:14])=[O:12]. Procedure details: A solution of 5-(2-carboxy-ethyl)-3-methyl-1H-pyrrole-2-carboxylic acid (e.g, 6.59 mmol) in trfluoroacetic acid (6 mL) was stirred at room temperature for 10 minutes. It was then cooled to 0° C. and to it was added triethyl orthoformate (6 mL). The mixture was stirred at 0° C. for 10 minutes and at room temperature for 10 minutes. The reaction was poured into water (50 mL) and extracted with ethyl acetate. The extract was dried and concentrated to give 1.2 g of 3-(5-formyl-4-methyl-1H-pyrrol-2-y... Starting materials: C(#N)C=1C(=CC(=C(C(=O)N(C(OC(C)(C)C)=O)C)C1)OCC)C (tert-butyl N-(5-cyano-2-ethoxy-4-methylbenzoyl)-N-methylcarbamate), N(=NC(C#N)(C)C)C(C#N)(C)C (azobisisobutyronitrile), BrN1C(CCC1=O)=O (N-bromosuccinimide). Run in C(Cl)(Cl)(Cl)Cl (carbon tetrachloride). Yields the product BrCC1=CC(=C(C(=O)N(C(OC(C)(C)C)=O)C)C=C1C#N)OCC (tert-Butyl N-[4-(bromomethyl)-5-cyano-2-ethoxybenzoyl]-N-methylcarbamate). Yield: 30.0%. As a reaction SMILES: [C:1]([C:3]1[C:4]([CH3:23])=[CH:5][C:6]([O:20][CH2:21][CH3:22])=[C:7]([CH:19]=1)[C:8]([N:10]([CH3:18])[C:11](=[O:17])[O:12][C:13]([CH3:16])([CH3:15])[CH3:14])=[O:9])#[N:2].N(C(C)(C)C#N)=NC(C)(C)C#N.[Br:36]N1C(=O)CCC1=O>C(Cl)(Cl)(Cl)Cl>[Br:36][CH2:23][C:4]1[C:3]([C:1]#[N:2])=[CH:19][C:7]([C:8]([N:10]([CH3:18])[C:11](=[O:17])[O:12][C:13]([CH3:15])([CH3:16])[CH3:14])=[O:9])=[C:6]([O:20][CH2:21][CH3:22])[CH:5]=1. Procedure details: After dissolving tert-butyl N-(5-cyano-2-ethoxy-4-methylbenzoyl)-N-methylcarbamate (79.6 g) in carbon tetrachloride, azobisisobutyronitrile (4.1 g) was added and the mixture was heated to reflux. N-bromosuccinimide (50.3 g) was gradually added to the reaction mixture in small portions at a time. After heating to reflux for 2 hours, the mixture was filtered. The filtrate was concentrated and the residue was purified by silica gel column chromatography (solvent: n-hexane-ethyl acetate) to yield th... The reactants are [Li].FC=1C=C(C=NC1)C(=CC(C(=O)OCC)=O)[O-] (Lithium 1-(5-fluoropyridin-3-yl)-4-ethoxy-3,4-dioxobut-1-en-1-olate), ClC=1C=C(C=C(C1)F)C1=CC(=NN1C1=NC=CC=C1)C(=O)O (5-(3-Chloro-5-fluorophenyl)-1-(pyridin-2-yl)-1H-pyrazole-3-carboxylic acid), Cl.ClC=1C=C(C=CC1F)NN (3-chloro-4-fluorophenylhydrazine hydrochloride). Product: ClC=1C=C(C=CC1F)N1N=C(C=C1C=1C=NC=C(C1)F)C(=O)O (1-(3-Chloro-4-fluorophenyl)-5-(5-fluoropyridin-3-yl)-1H-pyrazole-3-carboxylic acid). Reaction SMILES: [Li].[F:2][C:3]1[CH:4]=[C:5]([C:9]([O-])=[CH:10][C:11](=O)[C:12]([O:14]CC)=[O:13])[CH:6]=[N:7][CH:8]=1.ClC1C=C(C2N(C3C=CC=CN=3)N=C(C(O)=O)C=2)C=C(F)C=1.Cl.[Cl:42][C:43]1[CH:44]=[C:45]([NH:50][NH2:51])[CH:46]=[CH:47][C:48]=1[F:49]>>[Cl:42][C:43]1[CH:44]=[C:45]([N:50]2[C:9]([C:5]3[CH:6]=[N:7][CH:8]=[C:3]([F:2])[CH:4]=3)=[CH:10][C:11]([C:12]([OH:14])=[O:13])=[N:51]2)[CH:46]=[CH:47][C:48]=1[F:49] |f:0.1,3.4,^1:0|. Reported procedure: 1.42 g (4.33 mmol) of the compound of Example 13A is reacted analogously to the synthesis of the compound of Example 20A with 1.28 g (6.50 mmol) of 3-chloro-4-fluorophenylhydrazine hydrochloride. After hydrolysis, 854 mg (59% of theory) of the title compound is obtained. Starting materials: ClC1=CC(=C(C(=C1C#N)C1CNC(O1)=O)OCC)C(C)O (6-Chloro-3-ethoxy-4-(1-hydroxyethyl)-2-(2-oxo-1,3-oxazolidin-5-yl)benzonitrile), CN(C=O)C (N,N-dimethylformamide), S(=O)(Cl)Cl (thionyl chloride). The solvent is C(Cl)Cl (methylene chloride), C(Cl)Cl (methylene chloride). Conditions: time 20 minute. The product is ClC1=CC(=C(C(=C1C#N)C1CNC(O1)=O)OCC)C(C)Cl (6-Chloro-4-(1-chloroethyl)-3-ethoxy-2-(2-oxo-1,3-oxazolidin-5-yl)benzonitrile). As a reaction SMILES: [Cl:1][C:2]1[C:7]([C:8]#[N:9])=[C:6]([CH:10]2[O:14][C:13](=[O:15])[NH:12][CH2:11]2)[C:5]([O:16][CH2:17][CH3:18])=[C:4]([CH:19](O)[CH3:20])[CH:3]=1.CN(C)C=O.S(Cl)([Cl:29])=O>C(Cl)Cl>[Cl:1][C:2]1[C:7]([C:8]#[N:9])=[C:6]([CH:10]2[O:14][C:13](=[O:15])[NH:12][CH2:11]2)[C:5]([O:16][CH2:17][CH3:18])=[C:4]([CH:19]([Cl:29])[CH3:20])[CH:3]=1. Reported procedure: To a mixture of 6-chloro-3-ethoxy-4-(1-hydroxyethyl)-2-(2-oxo-1,3-oxazolidin-5-yl)benzonitrile (58 mg, 0.19 mmol) (mixture of four diastereomers from step 4), N,N-dimethylformamide (36 μL) in methylene chloride (1 mL), thionyl chloride (40.0 μL, 0.56 mmol) was added and the mixture was stirred at room temperature for 20 minutes The mixture was diluted with methylene chloride, washed with saturated sodium bicarbonate, water, brine, dried over sodium sulfate, filtered and concentrated to give the ...